This data is from the Open Reaction Database (ORD), a public repository of structured organic reaction records. The task is: describe an organic reaction: reactants, conditions, products, and yield Reactants: Cl (hydrogen chloride), C(C)(C)(C)C(CNC([O-])=O)NC(C1=CC=C(C=C1)\C=C\C1=NCCN(C2=C1C=CC=C2)C)=O ((tert-butyl (E)-[2-[4-[2-(2,3-dihydro-1-methyl-1H-1,4-benzodiazepin-5-yl)-vinyl]-benzamido]ethyl)]carbamate). Reagents/catalysts: saturated solution. Solvent: C(C)OCC (diethyl ether). Conditions: time 16 hour. Product: Cl.NCCNC(C1=CC=C(C=C1)C=CC1=NCCN(C2=C1C=CC=C2)C)=O (N-(2-aminoethyl)-4-[2-(2,3-dihydro-1-methyl-1H-1,4-benzodiazepin-5-yl)vinyl]benzamide hydrochloride). Reaction SMILES: [ClH:1].C([CH:6]([NH:12][C:13](=[O:34])[C:14]1[CH:19]=[CH:18][C:17](/[CH:20]=[CH:21]/[C:22]2[C:28]3[CH:29]=[CH:30][CH:31]=[CH:32][C:27]=3[N:26]([CH3:33])[CH2:25][CH2:24][N:23]=2)=[CH:16][CH:15]=1)[CH2:7][NH:8]C(=O)[O-])(C)(C)C>C(OCC)C>[ClH:1].[NH2:8][CH2:7][CH2:6][NH:12][C:13](=[O:34])[C:14]1[CH:15]=[CH:16][C:17]([CH:20]=[CH:21][C:22]2[C:28]3[CH:29]=[CH:30][CH:31]=[CH:32][C:27]=3[N:26]([CH3:33])[CH2:25][CH2:24][N:23]=2)=[CH:18][CH:19]=1 |f:3.4|. Procedure: A few drops of a saturated solution of hydrogen chloride in diethyl ether were added to a solution of 15 mg (0.033 mmol) (tert-butyl (E)-[2-[4-[2-(2,3-dihydro-1-methyl-1H-1,4-benzodiazepin-5-yl)-vinyl]-benzamido]ethyl)]carbamate. The mixture was stirred at room temperature for 16 hours and the resultant solid filtered off, dissolved in methanol and evaporated. There was obtained 8 mg of N-(2-aminoethyl)-4-[2-(2,3-dihydro-1-methyl-1H-1,4-benzodiazepin-5-yl)vinyl]benzamide hydrochloride as a dark ... Starting materials: CC(C)(C)COC(=O)N1CCN(c2cc(C#N)ccn2)CC1, O=C([O-])[O-], CCO, Cl, [K+], [K+], NO. Yields the product CC(C)(C)COC(=O)N1CCN(c2cc(C(N)=NO)ccn2)CC1. RXN SMILES: [C:1](#[N:2])[c:3]1[cH:4][c:5]([N:9]2[CH2:10][CH2:11][N:12]([C:15](=[O:16])[O:17][CH2:18][C:19]([CH3:20])([CH3:21])[CH3:22])[CH2:13][CH2:14]2)[n:6][cH:7][cH:8]1.[C:26](=[O:27])([O-:28])[O-:29].[CH3:32][CH2:33][OH:34].[ClH:23].[K+:30].[K+:31].[OH:24][NH2:25]>>[C:1]([NH2:2])([c:3]1[cH:4][c:5]([N:9]2[CH2:10][CH2:11][N:12]([C:15](=[O:16])[O:17][CH2:18][C:19]([CH3:20])([CH3:21])[CH3:22])[CH2:13][CH2:14]2)[n:6][cH:7][cH:8]1)=[N:25][OH:24]. Reactants: N[C@H](COC1=NOC2=C1C=C(C=C2)Cl)CSC ((R)-3-(2-amino-3-methylthiopropoxy)-5-chloro-1,2-benzoisoxazole), ClC1=CC(=CC=C1)C(=O)OO (m-chloroperbenzoic acid), C(O)([O-])=O.[Na+] (sodium hydrogencarbonate), ClC1=CC(=CC=C1)C(=O)OO (m-chloroperbenzoic acid). The solvent is C(Cl)Cl (methylene chloride). Yields the product N[C@H](COC1=NOC2=C1C=C(C=C2)Cl)CS(=O)C ((R)-3-(2-amino-3-methanesulfinylpropoxy)-5-chloro-1,2-benzoisoxazole). Isolated yield 24.5%. RXN SMILES: [NH2:1][C@@H:2]([CH2:15][S:16][CH3:17])[CH2:3][O:4][C:5]1[C:9]2[CH:10]=[C:11]([Cl:14])[CH:12]=[CH:13][C:8]=2[O:7][N:6]=1.ClC1C=CC=C(C(OO)=[O:26])C=1.C(=O)([O-])O.[Na+]>C(Cl)Cl>[NH2:1][C@@H:2]([CH2:15][S:16]([CH3:17])=[O:26])[CH2:3][O:4][C:5]1[C:9]2[CH:10]=[C:11]([Cl:14])[CH:12]=[CH:13][C:8]=2[O:7][N:6]=1 |f:2.3|. Reported procedure: To a solution of 0.54 g of (R)-3-(2-amino-3-methylthiopropoxy)-5-chloro-1,2-benzoisoxazole in 5 ml of methylene chloride is added 0.43 g of m-chloroperbenzoic acid with ice-cooling, and they are subjected to reaction at the same temperature for 30 minutes, after which 0.21 g of m-chloroperbenzoic acid is added and they are subjected to reaction for a further 30 minutes at the same temperature. After completion of the reaction, a saturated aqueous sodium hydrogencarbonate solution is added and sh... The reactants are FC=1C=NC(=NC1)Cl (5-fluoro-2-chloropyrimidine), C(C)(C)N(CC)C(C)C (diisopropylethylamine), C(C1=CC=CC=C1)(=O)NC=1SC[C@H]2[C@@](N1)(CNC2)C=2C=C(C=CC2)NC(=O)C2=NC=C(C=C2)F (N-[3-[(4aR,7aS)-2-benzamido-4a,5,6,7-tetrahydro-4H-pyrrolo[3,4-d][1,3]thiazin-7a-yl]phenyl]-5-fluoro-pyridine-2-carboxamide), FC(C(=O)O)(F)F (2,2,2-trifluoroacetic acid), FC=1C=NC(=NC1)Cl (5-fluoro-2-chloropyrimidine), C(C)(C)N(CC)C(C)C (diisopropylethylamine), FC=1C=NC(=NC1)Cl (5-fluoro-2-chloropyrimidine), C(C)(C)N(CC)C(C)C (diisopropylethylamine). Run in C([O-])([O-])=O.[Na+].[Na+] (sodium carbonate), CS(=O)C (dimethyl sulfoxide). Reaction conditions: temperature 50 celsius. The product is C(C1=CC=CC=C1)(=O)NC=1SC[C@H]2[C@@](N1)(CN(C2)C2=NC=C(C=N2)F)C=2C=C(C=CC2)NC(=O)C2=NC=C(C=C2)F (N-[3-[(4aR,7aS)-2-Benzamido-6-(5-fluoropyrimidin-2-yl)-4,4a,5,7-tetrahydropyrrolo[3,4-d][1,3]thiazin-7a-yl]phenyl]-5-fluoro-pyridine-2-carboxamide). Isolated yield 41.0%. RXN SMILES: [C:1]([NH:9][C:10]1[S:11][CH2:12][C@@H:13]2[CH2:18][NH:17][CH2:16][C@:14]2([C:19]2[CH:20]=[C:21]([NH:25][C:26]([C:28]3[CH:33]=[CH:32][C:31]([F:34])=[CH:30][N:29]=3)=[O:27])[CH:22]=[CH:23][CH:24]=2)[N:15]=1)(=[O:8])[C:2]1[CH:7]=[CH:6][CH:5]=[CH:4][CH:3]=1.FC(F)(F)C(O)=O.[F:42][C:43]1[CH:44]=[N:45][C:46](Cl)=[N:47][CH:48]=1.C(N(C(C)C)CC)(C)C>CS(C)=O.C(=O)([O-])[O-].[Na+].[Na+]>[C:1]([NH:9][C:10]1[S:11][CH2:12][C@@H:13]2[CH2:18][N:17]([C:46]3[N:47]=[CH:48][C:43]([F:42])=[CH:44][N:45]=3)[CH2:16][C@:14]2([C:19]2[CH:20]=[C:21]([NH:25][C:26]([C:28]3[CH:33]=[CH:32][C:31]([F:34])=[CH:30][N:29]=3)=[O:27])[CH:22]=[CH:23][CH:24]=2)[N:15]=1)(=[O:8])[C:2]1[CH:7]=[CH:6][CH:5]=[CH:4][CH:3]=1 |f:5.6.7|. Procedure: A solution of N-[3-[(4aR,7aS)-2-benzamido-4a,5,6,7-tetrahydro-4H-pyrrolo[3,4-d][1,3]thiazin-7a-yl]phenyl]-5-fluoro-pyridine-2-carboxamide; 2,2,2-trifluoroacetic acid (150 mg, 254 μmol), 5-fluoro-2-chloropyrimidine (68 mg, 51 μmol) and diisopropylethylamine (98 μL, 56 μmol) is heated in dimethyl sulfoxide (5 mL) overnight at 40° C. Additional 5-fluoro-2-chloropyrimidine (68 mg, 51 μmol) and diisopropylethylamine (98 μL, 56 μmol) is added and the mixture is heated overnight at 50° C. Additional 5-... Reactants: [OH-].[Na+] (NaOH), COC=1C=C2C=CNC2=CC1 (5-methoxyindole), C(C)(=O)O (acetic acid), C(#N)[BH3-].[Na+] (Sodium cyanoborohydride). The solvent is O (water). Conditions: temperature 10 celsius, time 3 hour. The product is COC=1C=C2CCNC2=CC1 (5-(methyloxy)-2,3-dihydro-1 H-indole). The yield is 99.9%. RXN SMILES: [CH3:1][O:2][C:3]1[CH:4]=[C:5]2[C:9](=[CH:10][CH:11]=1)[NH:8][CH:7]=[CH:6]2.C(O)(=O)C.C([BH3-])#N.[Na+].[OH-].[Na+]>O>[CH3:1][O:2][C:3]1[CH:4]=[C:5]2[C:9](=[CH:10][CH:11]=1)[NH:8][CH2:7][CH2:6]2 |f:2.3,4.5|. Procedure details: A 4-neck 22 L round bottom flask equipped with a nitrogen inlet, mechanical stirrer and thermowell was charged with commercially available 5-methoxyindole (750 g, 5.1 mol) and acetic acid (3.75 L). The resulting solution was cooled to 10° C. by ice bath. Sodium cyanoborohydride (640 g, 10.2 mol, 2 equiv) was added portionwise to maintain the reaction temperature below 25° C. Upon the completion of addition, the reaction was stirred at room temperature for 3 hours and then water was added slowly ... Starting materials: CCOC(=O)c1cc(Cl)c(SCCC(=O)O)cc1C, [Na+], [Na+], O=C([O-])[O-], O=P12OP3(=O)OP(=O)(O1)OP(=O)(O2)O3. Yields the product CCOC(=O)c1cc(Cl)c2c(c1C)C(=O)CCS2. RXN SMILES: [Cl:1][c:2]1[c:3]([S:14][CH2:15][CH2:16][C:17](=[O:18])[OH:19])[cH:4][c:5]([CH3:13])[c:6]([C:8](=[O:9])[O:10][CH2:11][CH3:12])[cH:7]1.[Na+:34].[Na+:35].[O-:36][C:37](=[O:38])[O-:39].[O:20]=[P:21]12[O:22][P:23]3(=[O:33])[O:24][P:25](=[O:31])([O:26][P:27](=[O:30])([O:28]3)[O:29]1)[O:32]2>>[Cl:1][c:2]1[c:3]2[c:4]([c:5]([CH3:13])[c:6]([C:8](=[O:9])[O:10][CH2:11][CH3:12])[cH:7]1)[C:17](=[O:19])[CH2:16][CH2:15][S:14]2. Reactants: Nc1nc2ccc(Br)cc2s1, Nc1nc2cccc(Br)c2s1, CC(=O)Nc1nc2ccc(Br)cc2s1, CC(=O)OC(C)=O, CN(C)c1ccncc1, ClCCl. The product is CC(=O)Nc1nc2cccc(Br)c2s1. As a reaction SMILES: [Br:12][c:13]1[cH:14][cH:15][c:16]2[n:17][c:18]([NH2:19])[s:20][c:21]2[cH:22]1.[Br:1][c:2]1[cH:3][cH:4][cH:5][c:6]2[n:7][c:8]([NH2:11])[s:9][c:10]12.[Br:30][c:31]1[cH:32][cH:33][c:34]2[n:35][c:36]([NH:37][C:38](=[O:39])[CH3:40])[s:41][c:42]2[cH:43]1.[CH3:23][C:24](=[O:25])[O:26][C:27](=[O:28])[CH3:29].[CH3:44][N:45]([c:46]1[cH:47][cH:48][n:49][cH:50][cH:51]1)[CH3:52].[Cl:53][CH2:54][Cl:55]>>[Br:1][c:2]1[cH:3][cH:4][cH:5][c:6]2[n:7][c:8]([NH:11][C:24]([CH3:23])=[O:25])[s:9][c:10]12. Reactants: CN(C)C=O, CN1CCCC1, CCO, Cl, Cl, NC1CNC1, Cc1c(F)c(N)nc(-n2cc(C(=O)O)c(=O)c3cc(F)c(F)c(Cl)c32)c1F. Product: Cc1c(F)c(N)nc(-n2cc(C(=O)O)c(=O)c3cc(F)c(N4CC(N)C4)c(Cl)c32)c1F. Reaction SMILES: [CH3:1][N:2]([CH3:3])[CH:4]=[O:5].[CH3:40][N:41]1[CH2:42][CH2:43][CH2:44][CH2:45]1.[CH3:46][CH2:47][OH:48].[ClH:33].[ClH:34].[NH2:35][CH:36]1[CH2:37][NH:38][CH2:39]1.[NH2:6][c:7]1[c:8]([F:32])[c:9]([CH3:31])[c:10]([F:30])[c:11](-[n:13]2[cH:14][c:15]([C:27](=[O:28])[OH:29])[c:16](=[O:26])[c:17]3[cH:18][c:19]([F:25])[c:20]([F:24])[c:21]([Cl:23])[c:22]23)[n:12]1>>[NH2:6][c:7]1[c:8]([F:32])[c:9]([CH3:31])[c:10]([F:30])[c:11](-[n:13]2[cH:14][c:15]([C:27](=[O:28])[OH:29])[c:16](=[O:26])[c:17]3[cH:18][c:19]([F:25])[c:20]([N:38]4[CH2:37][CH:36]([NH2:35])[CH2:39]4)[c:21]([Cl:23])[c:22]23)[n:12]1.